From a dataset of the Open Reaction Database (ORD), a public repository of structured organic reaction records. describe an organic reaction: reactants, conditions, products, and yield Reactants: CCOC(=O)CCCCc1cc(-c2ccccc2OC)on1, Cl, [Li+], C1COCCO1, [OH-], O, O. Yields the product COc1ccccc1-c1cc(CCCCC(=O)O)no1. As a reaction SMILES: [CH2:4]([CH3:5])[O:6][C:7]([CH2:8][CH2:9][CH2:10][CH2:11][c:12]1[n:13][o:14][c:15](-[c:17]2[c:18]([O:23][CH3:24])[cH:19][cH:20][cH:21][cH:22]2)[cH:16]1)=[O:25].[ClH:26].[Li+:2].[O:28]1[CH2:29][CH2:30][O:31][CH2:32][CH2:33]1.[OH-:1].[OH2:27].[OH2:3]>>[O:6]=[C:7]([CH2:8][CH2:9][CH2:10][CH2:11][c:12]1[n:13][o:14][c:15](-[c:17]2[c:18]([O:23][CH3:24])[cH:19][cH:20][cH:21][cH:22]2)[cH:16]1)[OH:25]. Starting materials: ClC=1C=CC(=C(C1)S(=O)(=O)N1CCC2=CC=C(C=C12)C(=O)NC1=CC(=C(C(=O)O)C=C1)F)OC (4-{[1-(5-Chloro-2-methoxy-benzenesulfonyl)-2,3-dihydro-1H-indole-6-carbonyl]-amino}-2-fluoro-benzoic acid), ClC=1C=CC(=C(C1)S(=O)(=O)Cl)OC (5-chloro-2-methoxy-benzenesulfonyl chloride). The product is C(C)OC(C1=C(C=C(C=C1)NC(=O)C1=CC=C2CCN(C2=C1)S(=O)(=O)C1=C(C=CC(=C1)Cl)OC)F)=O (4-{[1-(5-chloro-2-methoxy-benzenesulfonyl)-2,3-dihydro-1H-indole-6-carbonyl]-amino}-2-fluoro-benzoic acid ethyl ester). As a reaction SMILES: [Cl:1][C:2]1[CH:3]=[CH:4][C:5]([O:33][CH3:34])=[C:6]([S:8]([N:11]2[C:19]3[C:14](=[CH:15][CH:16]=[C:17]([C:20]([NH:22][C:23]4[CH:31]=[CH:30][C:26]([C:27]([OH:29])=[O:28])=[C:25]([F:32])[CH:24]=4)=[O:21])[CH:18]=3)[CH2:13][CH2:12]2)(=[O:10])=[O:9])[CH:7]=1.Cl[C:36]1C=CC(OC)=C(S(Cl)(=O)=O)[CH:41]=1>>[CH2:36]([O:28][C:27](=[O:29])[C:26]1[CH:30]=[CH:31][C:23]([NH:22][C:20]([C:17]2[CH:18]=[C:19]3[C:14]([CH2:13][CH2:12][N:11]3[S:8]([C:6]3[CH:7]=[C:2]([Cl:1])[CH:3]=[CH:4][C:5]=3[O:33][CH3:34])(=[O:10])=[O:9])=[CH:15][CH:16]=2)=[O:21])=[CH:24][C:25]=1[F:32])[CH3:41]. Procedure: 4-{[1-(5-Chloro-2-methoxy-benzenesulfonyl)-2,3-dihydro-1H-indole-6-carbonyl]-amino}-2-fluoro-benzoic acid, m/z (ES+): 505.18 (M+H+.), was prepared in analogy to example 9, steps 1 to 5. Step 4 was performed using 5-chloro-2-methoxy-benzenesulfonyl chloride and yielded 4-{[1-(5-chloro-2-methoxy-benzenesulfonyl)-2,3-dihydro-1H-indole-6-carbonyl]-amino}-2-fluoro-benzoic acid ethyl ester, which was hydrolyzed in step 5.